Dataset: the Open Reaction Database (ORD), a public repository of structured organic reaction records. Task: describe an organic reaction: reactants, conditions, products, and yield Reactants: C[Si](C)(C)I (Trimethylsilyl iodide), C[C@@H](COC)OC=1C=C(C(=O)NC2=NC=C(N=C2)C)C=C(C1)OC1=CC2=C(C(N(CCO2)C)=O)C=C1 (3-{[(1S)-1-methyl-2-(methyloxy)ethyl]oxy}-5-[(4-methyl-5-oxo-2,3,4,5-tetrahydro-1,4-benzoxazepin-8-yl)oxy]-N-(5-methylpyrazin-2-yl)benzamide), C(O)([O-])=O.[Na+] (sodium hydrogen carbonate). Solvent: C(C)#N (acetonitrile). Run at time 18 hour. Yields the product OC[C@H](C)OC=1C=C(C(=O)NC2=NC=C(N=C2)C)C=C(C1)OC1=CC2=C(C(N(CCO2)C)=O)C=C1 (3-{[(1S)-2-Hydroxy-1-methylethyl]oxy}-5-[(4-methyl-5-oxo-2,3,4,5-tetrahydro-1,4-benzoxazepin-8-yl)oxy]-N-(5-methylpyrazin-2-yl)benzamide). Isolated yield 46.6%. Reaction SMILES: C[Si](I)(C)C.[CH3:6][C@H:7]([O:11][C:12]1[CH:13]=[C:14]([CH:25]=[C:26]([O:28][C:29]2[CH:41]=[CH:40][C:32]3[C:33](=[O:39])[N:34]([CH3:38])[CH2:35][CH2:36][O:37][C:31]=3[CH:30]=2)[CH:27]=1)[C:15]([NH:17][C:18]1[CH:23]=[N:22][C:21]([CH3:24])=[CH:20][N:19]=1)=[O:16])[CH2:8][O:9]C.C(=O)([O-])O.[Na+]>C(#N)C>[OH:9][CH2:8][C@@H:7]([O:11][C:12]1[CH:13]=[C:14]([CH:25]=[C:26]([O:28][C:29]2[CH:41]=[CH:40][C:32]3[C:33](=[O:39])[N:34]([CH3:38])[CH2:35][CH2:36][O:37][C:31]=3[CH:30]=2)[CH:27]=1)[C:15]([NH:17][C:18]1[CH:23]=[N:22][C:21]([CH3:24])=[CH:20][N:19]=1)=[O:16])[CH3:6] |f:2.3|. Reported procedure: Trimethylsilyl iodide (0.35 mL, 2.4 mmol) was added to a solution of 3-{[(1S)-1-methyl-2-(methyloxy)ethyl]oxy}-5-[(4-methyl-5-oxo-2,3,4,5-tetrahydro-1,4-benzoxazepin-8-yl)oxy]-N-(5-methylpyrazin-2-yl)benzamide (236 mg, 0.48 mmol) in acetonitrile (10 mL) under an atmosphere of argon and the mixture stirred at RT for 18 hours. The mixture was poured onto a saturated sodium hydrogen carbonate solution (25 mL), the acetonitrile removed in vacuo, and the aqueous layer extracted with ethyl acetate (3×... The reactants are Fc1ccc(C2CCCN2)cc1, Cc1ccccc1S(=O)(=O)Cl. The product is Cc1ccccc1S(=O)(=O)N1CCCC1c1ccc(F)cc1. As a reaction SMILES: [F:1][c:2]1[cH:3][cH:4][c:5]([CH:8]2[NH:9][CH2:10][CH2:11][CH2:12]2)[cH:6][cH:7]1.[c:13]1([CH3:23])[c:14]([S:19](=[O:20])(=[O:21])[Cl:22])[cH:15][cH:16][cH:17][cH:18]1>>[F:1][c:2]1[cH:3][cH:4][c:5]([CH:8]2[N:9]([S:19]([c:14]3[c:13]([CH3:23])[cH:18][cH:17][cH:16][cH:15]3)(=[O:20])=[O:21])[CH2:10][CH2:11][CH2:12]2)[cH:6][cH:7]1. Reactants: C(CCC)=NO (butyraldoxime), C/C(=N\O)/C(=O)C (diacetyl monoxime). The solvent is CCOCC (ether). Conditions: time 2 day. Product: CC=1[N+](=C(N(C1C)O)CCC)[O-] (4,5-Dimethyl-1-hydroxy-2-n-propylimidazole-3-oxide). As a reaction SMILES: [CH:1](=[N:5][OH:6])[CH2:2][CH2:3][CH3:4].[CH3:7]/[C:8](/[C:11]([CH3:13])=O)=[N:9]\[OH:10]>CCOCC>[CH3:13][C:11]1[N+:5]([O-:6])=[C:1]([CH2:2][CH2:3][CH3:4])[N:9]([OH:10])[C:8]=1[CH3:7]. Procedure details: A mixture of butyraldoxime (8.7 g., 0.1 mole) and diacetyl monoxime (10.1 g., 0.1 mole) was warmed to obtain a homogeneous solution. After standing for 2 days at room-temperature, the mixture was heated on the steam-bath for 3 hr., and then diluted with ether (500 ml), the tan solid separated was removed by filtration (16.7 g.) and recrystallised from ethanol (95%) having a melting point 174°-175°C The reactants are CO, [H][H], Cc1ncc([N+](=O)[O-])cc1Nc1nccc(-c2cccnc2)n1, [Ni]. Product: Cc1ncc(N)cc1Nc1nccc(-c2cccnc2)n1. RXN SMILES: [CH3:26][OH:27].[H:24][H:25].[N+:1]([O-:2])(=[O:3])[c:4]1[cH:5][c:6]([NH:11][c:12]2[n:13][cH:14][cH:15][c:16](-[c:18]3[cH:19][n:20][cH:21][cH:22][cH:23]3)[n:17]2)[c:7]([CH3:10])[n:8][cH:9]1.[Ni:28]>>[NH2:1][c:4]1[cH:5][c:6]([NH:11][c:12]2[n:13][cH:14][cH:15][c:16](-[c:18]3[cH:19][n:20][cH:21][cH:22][cH:23]3)[n:17]2)[c:7]([CH3:10])[n:8][cH:9]1. Reactants: COC=1C(CCCCN1)CC1OCCC1 (3,4,5,6-tetrahydro-7-methoxy-6-[(tetrahydro-2-furanyl)methyl]-2H-azepine), [Cl-].[NH4+] (ammonium chloride), title material. Solvent: CO (MeOH). Yields the product Cl.O1C(CCC1)CC1C(NCCCC1)=N (hexahydro-3-[(tetrahydro-2-furanyl)methyl]-2H-azepin-2-imine, monohydrochloride). As a reaction SMILES: CO[C:3]1[CH:4]([CH2:10][CH:11]2[CH2:15][CH2:14][CH2:13][O:12]2)[CH2:5][CH2:6][CH2:7][CH2:8][N:9]=1.[Cl-:16].[NH4+:17]>CO>[ClH:16].[O:12]1[CH2:13][CH2:14][CH2:15][CH:11]1[CH2:10][CH:4]1[CH2:5][CH2:6][CH2:7][CH2:8][NH:9][C:3]1=[NH:17] |f:1.2,4.5|. Reported procedure: The title product of Example 42 in MeOH is reacted with ammonium chloride by the method of Example 5 to generate the title material. Starting materials: Cl (HCl), solution, Cl (HCl), C(C)(C)(C)OC(N[C@@H]1CC[C@H](CC1)OC1=C(C=CC(=C1)F)[N+](=O)[O-])=O (trans-[4-(5-fluoro-2-nitro-phenoxy)-cyclohexyl]-carbamic acid tert-butyl ester). Run in O1CCOCC1 (dioxane), O1CCOCC1 (dioxane), C(Cl)Cl (methylene chloride). Reaction conditions: time 3 hour. The product is Cl.FC=1C=CC(=C(O[C@@H]2CC[C@H](CC2)N)C1)[N+](=O)[O-] (trans-4-(5-Fluoro-2-nitro-phenoxy)-cyclohexylamine hydrochloride). Reaction SMILES: [ClH:1].C(OC(=O)[NH:8][C@H:9]1[CH2:14][CH2:13][C@H:12]([O:15][C:16]2[CH:21]=[C:20]([F:22])[CH:19]=[CH:18][C:17]=2[N+:23]([O-:25])=[O:24])[CH2:11][CH2:10]1)(C)(C)C>O1CCOCC1.C(Cl)Cl>[ClH:1].[F:22][C:20]1[CH:19]=[CH:18][C:17]([N+:23]([O-:25])=[O:24])=[C:16]([CH:21]=1)[O:15][C@H:12]1[CH2:11][CH2:10][C@H:9]([NH2:8])[CH2:14][CH2:13]1 |f:4.5|. Procedure: 10 ml of a solution of HCl in dioxane (4 M) were added to 1.19 g trans-[4-(5-fluoro-2-nitro-phenoxy)-cyclohexyl]-carbamic acid tert-butyl ester in methylene chloride. The mixture is stirred for 3 hours and 2 ml of HCl in dioxane (4 M) were added. The reaction mixture was stirred for 1 hour and concentrated in vacuo.